From a dataset of the Open Reaction Database (ORD), a public repository of structured organic reaction records. describe an organic reaction: reactants, conditions, products, and yield Reactants: [BH3-]C#N, CC(=O)[O-], CO, [NH4+], [Na+], CC(=O)CCn1cnc2ccccc21. As a reaction SMILES: [C:20](#[N:21])[BH3-:22].[CH3:16][C:17](=[O:18])[O-:19].[CH3:24][OH:25].[NH4+:15].[Na+:23].[O:1]=[C:2]([CH2:3][CH2:4][n:5]1[cH:6][n:7][c:8]2[c:9]1[cH:10][cH:11][cH:12][cH:13]2)[CH3:14]>>[CH:2]([CH2:3][CH2:4][n:5]1[cH:6][n:7][c:8]2[c:9]1[cH:10][cH:11][cH:12][cH:13]2)([CH3:14])[NH2:21]. Product: CC(N)CCn1cnc2ccccc21. Starting materials: C, CCO, [H][H], O=C(OCc1ccccc1)C(Cc1cccc(OC(F)(F)C(F)F)c1)C(O)c1ccc(Oc2ccccn2)cc1, [Pd]. Yields the product O=C(O)C(Cc1cccc(OC(F)(F)C(F)F)c1)C(O)c1ccc(Oc2ccccn2)cc1. As a reaction SMILES: [C:46].[CH3:43][CH2:44][OH:45].[H:41][H:42].[OH:1][CH:2]([CH:3]([C:4](=[O:5])[O:6][CH2:7][c:8]1[cH:9][cH:10][cH:11][cH:12][cH:13]1)[CH2:14][c:15]1[cH:16][c:17]([O:21][C:22]([CH:23]([F:24])[F:25])([F:26])[F:27])[cH:18][cH:19][cH:20]1)[c:28]1[cH:29][cH:30][c:31]([O:34][c:35]2[n:36][cH:37][cH:38][cH:39][cH:40]2)[cH:32][cH:33]1.[Pd:47]>>[OH:1][CH:2]([CH:3]([C:4](=[O:5])[OH:6])[CH2:14][c:15]1[cH:16][c:17]([O:21][C:22]([CH:23]([F:24])[F:25])([F:26])[F:27])[cH:18][cH:19][cH:20]1)[c:28]1[cH:29][cH:30][c:31]([O:34][c:35]2[n:36][cH:37][cH:38][cH:39][cH:40]2)[cH:32][cH:33]1.